This data is from the Open Reaction Database (ORD), a public repository of structured organic reaction records. The task is: describe an organic reaction: reactants, conditions, products, and yield Starting materials: C1(CCC1)NS(=O)(=O)C=1C=C2C(CC(NC2=CC1)C1=CC(=CC(=C1)F)Br)(C)C (2-(3-bromo-5-fluoro-phenyl)-4,4-dimethyl-1,2,3,4-tetrahydro-quinoline-6-sulfonic acid cyclobutylamide), NC1(CC1)C(=O)O (1-amino-cyclopropanecarboxylic acid), C([O-])([O-])=O.[K+].[K+] (potassium carbonate). Reagents/catalysts: [Cu]I (copper(I) iodide). Run in CS(=O)C (dimethyl sulfoxide). The product is C1(CCC1)NS(=O)(=O)C=1C=C2C(CC(NC2=CC1)C=1C=C(C=C(C1)F)NC1(CC1)C(=O)O)(C)C (1-[3-(6-cyclobutylsulfamoyl-4,4-dimethyl-1,2,3,4-tetrahydro-quinolin-2-yl)-5-fluoro-phenylamino]-cyclopropanecarboxylic acid). Isolated yield 46.9%. As a reaction SMILES: [CH:1]1([NH:5][S:6]([C:9]2[CH:10]=[C:11]3[C:16](=[CH:17][CH:18]=2)[NH:15][CH:14]([C:19]2[CH:24]=[C:23]([F:25])[CH:22]=[C:21](Br)[CH:20]=2)[CH2:13][C:12]3([CH3:28])[CH3:27])(=[O:8])=[O:7])[CH2:4][CH2:3][CH2:2]1.[NH2:29][C:30]1([C:33]([OH:35])=[O:34])[CH2:32][CH2:31]1.C(=O)([O-])[O-].[K+].[K+]>CS(C)=O.[Cu]I>[CH:1]1([NH:5][S:6]([C:9]2[CH:10]=[C:11]3[C:16](=[CH:17][CH:18]=2)[NH:15][CH:14]([C:19]2[CH:20]=[C:21]([NH:29][C:30]4([C:33]([OH:35])=[O:34])[CH2:32][CH2:31]4)[CH:22]=[C:23]([F:25])[CH:24]=2)[CH2:13][C:12]3([CH3:28])[CH3:27])(=[O:8])=[O:7])[CH2:4][CH2:3][CH2:2]1 |f:2.3.4|. Procedure: A mixture solution of 2-(3-bromo-5-fluoro-phenyl)-4,4-dimethyl-1,2,3,4-tetrahydro-quinoline-6-sulfonic acid cyclobutylamide (150 mg, 0.32 mmol), copper(I) iodide (20 mg, 0.1 mmol), 1-amino-cyclopropanecarboxylic acid (135 mg, 1.3 mmol) and potassium carbonate (140 mg, 1.0 mmol) in dimethyl sulfoxide (2.0 mL) was stirred at 120° C. for 16 h. Then the reaction mixture was cooled to room temperature and extracted with ethyl acetate (70 mL×2), washed with water (30 mL×3) and saturated aqueous ammoni... Reaction SMILES: [Br:16][CH2:17][CH2:18][CH2:19][CH2:20][Cl:21].[CH2:23]([N+:24]([CH2:25][CH3:26])([CH2:27][CH3:28])[CH2:29][c:30]1[cH:31][cH:32][cH:33][cH:34][cH:35]1)[CH3:36].[CH3:1][C:2](=[CH2:3])[n:4]1[c:5](=[O:13])[nH:6][c:7]2[c:8]1[cH:9][cH:10][cH:11][cH:12]2.[Cl-:22].[Na+:15].[OH-:14].[OH2:37]>>[CH3:1][C:2](=[CH2:3])[n:4]1[c:5](=[O:13])[n:6]([CH2:17][CH2:18][CH2:19][CH2:20][Cl:21])[c:7]2[c:8]1[cH:9][cH:10][cH:11][cH:12]2. Starting materials: ClCCCCBr, CC[N+](CC)(CC)Cc1ccccc1, C=C(C)n1c(=O)[nH]c2ccccc21, [Cl-], [Na+], [OH-], O. Yields the product C=C(C)n1c(=O)n(CCCCCl)c2ccccc21. Yields the product CC(C)(C)c1ccc(CN(CCc2cccc(C(F)(F)F)c2)C(=O)c2cc(Cl)ccc2NCC#N)cc1. The reactants are N#CCBr, CCO, [H][H], CC(C)(C)c1ccc(CN(CCc2cccc(C(F)(F)F)c2)C(=O)c2cc(Cl)ccc2N)cc1, [Na]. As a reaction SMILES: [Br:35][CH2:36][C:37]#[N:38].[CH3:42][CH2:43][OH:44].[H:40][H:41].[NH2:1][c:2]1[c:3]([C:4](=[O:5])[N:6]([CH2:7][CH2:8][c:9]2[cH:10][c:11]([C:15]([F:16])([F:17])[F:18])[cH:12][cH:13][cH:14]2)[CH2:19][c:20]2[cH:21][cH:22][c:23]([C:26]([CH3:27])([CH3:28])[CH3:29])[cH:24][cH:25]2)[cH:30][c:31]([Cl:34])[cH:32][cH:33]1.[Na:39]>>[NH:1]([c:2]1[c:3]([C:4](=[O:5])[N:6]([CH2:7][CH2:8][c:9]2[cH:10][c:11]([C:15]([F:16])([F:17])[F:18])[cH:12][cH:13][cH:14]2)[CH2:19][c:20]2[cH:21][cH:22][c:23]([C:26]([CH3:27])([CH3:28])[CH3:29])[cH:24][cH:25]2)[cH:30][c:31]([Cl:34])[cH:32][cH:33]1)[CH2:36][C:37]#[N:38].